This data is from the Open Reaction Database (ORD), a public repository of structured organic reaction records. The task is: describe an organic reaction: reactants, conditions, products, and yield Reported procedure: 500 mg (1.23 mmol) of the compound of Example 4A is reacted analogously to the synthesis of the compound of Example 20A with 197 mg (1.36 mmol) of 3-pyridylhydrazine hydrochloride. After hydrolysis, 203 mg (43% of theory) of the title compound is obtained. The reactants are [Li].ClC=1C=C(C=C(C1)OC(F)(F)F)C(=CC(C(=O)OCC)=O)[O-] (Lithium 1-(3-chloro-5-trifluoromethoxyphenyl)-4-ethoxy-3,4-dioxobut-1-en-1-olate), ClC=1C=C(C=C(C1)F)C1=CC(=NN1C1=NC=CC=C1)C(=O)O (5-(3-Chloro-5-fluorophenyl)-1-(pyridin-2-yl)-1H-pyrazole-3-carboxylic acid), Cl.N1=CC(=CC=C1)NN (3-pyridylhydrazine hydrochloride). RXN SMILES: [Li].[Cl:2][C:3]1[CH:4]=[C:5]([C:14]([O-])=[CH:15][C:16](=O)[C:17]([O:19]CC)=[O:18])[CH:6]=[C:7]([O:9][C:10]([F:13])([F:12])[F:11])[CH:8]=1.ClC1C=C(C2N(C3C=CC=CN=3)N=C(C(O)=O)C=2)C=C(F)C=1.Cl.[N:47]1[CH:52]=[CH:51][CH:50]=[C:49]([NH:53][NH2:54])[CH:48]=1>>[Cl:2][C:3]1[CH:4]=[C:5]([C:14]2[N:53]([C:49]3[CH:48]=[N:47][CH:52]=[CH:51][CH:50]=3)[N:54]=[C:16]([C:17]([OH:19])=[O:18])[CH:15]=2)[CH:6]=[C:7]([O:9][C:10]([F:11])([F:12])[F:13])[CH:8]=1 |f:0.1,3.4,^1:0|. Yields the product ClC=1C=C(C=C(C1)OC(F)(F)F)C1=CC(=NN1C=1C=NC=CC1)C(=O)O (5-(3-Chloro-5-trifluoromethoxyphenyl)-1-(pyridin-3-yl)-1H-pyrazole-3-carboxylic acid). The reactants are O=C(O)c1ccc(C2CCCC2)c(OCC2CC2)n1, Cc1nc(C(N)CC2CC2)no1. The product is Cc1nc(C(CC2CC2)NC(=O)c2ccc(C3CCCC3)c(OCC3CC3)n2)no1. As a reaction SMILES: [CH:1]1([c:6]2[cH:7][cH:8][c:9]([C:17](=[O:18])[OH:19])[n:10][c:11]2[O:12][CH2:13][CH:14]2[CH2:15][CH2:16]2)[CH2:2][CH2:3][CH2:4][CH2:5]1.[CH:20]1([CH2:23][CH:24]([c:25]2[n:26][o:27][c:28]([CH3:30])[n:29]2)[NH2:31])[CH2:21][CH2:22]1>>[CH:1]1([c:6]2[cH:7][cH:8][c:9]([C:17](=[O:19])[NH:31][CH:24]([CH2:23][CH:20]3[CH2:21][CH2:22]3)[c:25]3[n:26][o:27][c:28]([CH3:30])[n:29]3)[n:10][c:11]2[O:12][CH2:13][CH:14]2[CH2:15][CH2:16]2)[CH2:2][CH2:3][CH2:4][CH2:5]1. Reactants: O=C([O-])[O-], CCO, Cc1cc(C)cc(C(N)=O)c1, [K+], [K+], c1ccc(C2CCNCC2)nc1. The product is Cc1cc(C)cc(C(=O)NCN2CCC(c3ccccn3)CC2)c1. Reaction SMILES: [C:24](=[O:25])([O-:26])[O-:27].[CH2:30]([OH:31])[CH3:32].[CH3:13][c:14]1[cH:15][c:16]([C:17](=[O:18])[NH2:19])[cH:20][c:21]([CH3:23])[cH:22]1.[K+:28].[K+:29].[NH:1]1[CH2:2][CH2:3][CH:4]([c:7]2[n:8][cH:9][cH:10][cH:11][cH:12]2)[CH2:5][CH2:6]1>>[N:1]1([CH2:24][NH:19][C:17]([c:16]2[cH:15][c:14]([CH3:13])[cH:22][c:21]([CH3:23])[cH:20]2)=[O:18])[CH2:2][CH2:3][CH:4]([c:7]2[n:8][cH:9][cH:10][cH:11][cH:12]2)[CH2:5][CH2:6]1.